From a dataset of the Open Reaction Database (ORD), a public repository of structured organic reaction records. describe an organic reaction: reactants, conditions, products, and yield Reactants: C(C)(C)(C)C1=C(C(=O)OC)C=CC=C1O[SiH](C)C (methyl 2-tert.butyldimethylsiloxybenzoate), solution, C(CCC)[Li] (n-butyllithium), CC1=NOC(=C1)C (3,5-dimethylisoxazol), [Cl-].[NH4+] (ammonium chloride). Solvent: O1CCCC1 (tetrahydrofuran), CCCCCC (hexane), O1CCCC1 (tetrahydrofuran). Conditions: temperature -20 celsius. Yields the product CC1=NOC(=C1)CC(=O)C1=C(C(=CC=C1)O[SiH](C)C)C(C)(C)C (2-(3-Methyl-isoxazol-5-yl)-1-(2-tert.butyldimethylsiloxy-phenyl)-ethanone). The yield is 50.4%. Reaction SMILES: C([Li])CCC.[CH3:6][C:7]1[CH:11]=[C:10]([CH3:12])[O:9][N:8]=1.[C:13]([C:17]1[C:26]([O:27][SiH:28]([CH3:30])[CH3:29])=[CH:25][CH:24]=[CH:23][C:18]=1[C:19](OC)=[O:20])([CH3:16])([CH3:15])[CH3:14].[Cl-].[NH4+]>CCCCCC.O1CCCC1>[CH3:6][C:7]1[CH:11]=[C:10]([CH2:12][C:19]([C:18]2[CH:23]=[CH:24][CH:25]=[C:26]([O:27][SiH:28]([CH3:30])[CH3:29])[C:17]=2[C:13]([CH3:16])([CH3:15])[CH3:14])=[O:20])[O:9][N:8]=1 |f:3.4|. Reported procedure: 52 ml of 1N solution of n-butyllithium in hexane were added to a solution of 6 g of 3,5-dimethylisoxazol in 200 ml of tetrahydrofuran at -78° C. After stirring for 1 h 15 g of methyl 2-tert.butyldimethylsiloxybenzoate in 50 ml of tetrahydrofuran were added at the same temperature. The reaction mixture was slowly warmed up to -20° C. A saturated aqueous solution of ammonium chloride was added, the mixture was extracted several times with ethylacetate. The organic phase was separated, washed with ... Starting materials: C(C)(C)(C)NC(=O)C1CCN(CC1)CC=1C=C(C=CC1)NC(=O)C1=C(N=NC(=C1)C)Cl (3-chloro-6-methyl-pyridazine-4-carboxylic acid [3-(4-tert-butylcarbamoyl-piperidin-1-ylmethyl)-phenyl]-amide), CC(=O)O (AcOH). Reagents/catalysts: [Pd] (palladium). Run in CO (methanol). Run at time 4 hour. The product is C(C)(C)(C)NC(=O)C1CCN(CC1)CC=1C=C(C=CC1)NC(=O)C1=CN=NC(=C1)C (6-Methyl-pyridazine-4-carboxylic acid [3-(4-tert-butylcarbamoyl-piperidin-1-ylmethyl)-phenyl]-amide). As a reaction SMILES: [C:1]([NH:5][C:6]([CH:8]1[CH2:13][CH2:12][N:11]([CH2:14][C:15]2[CH:16]=[C:17]([NH:21][C:22]([C:24]3[CH:29]=[C:28]([CH3:30])[N:27]=[N:26][C:25]=3Cl)=[O:23])[CH:18]=[CH:19][CH:20]=2)[CH2:10][CH2:9]1)=[O:7])([CH3:4])([CH3:3])[CH3:2].CC(O)=O>CO.[Pd]>[C:1]([NH:5][C:6]([CH:8]1[CH2:13][CH2:12][N:11]([CH2:14][C:15]2[CH:16]=[C:17]([NH:21][C:22]([C:24]3[CH:29]=[C:28]([CH3:30])[N:27]=[N:26][CH:25]=3)=[O:23])[CH:18]=[CH:19][CH:20]=2)[CH2:10][CH2:9]1)=[O:7])([CH3:4])([CH3:3])[CH3:2]. Reported procedure: A solution of 3-chloro-6-methyl-pyridazine-4-carboxylic acid [3-(4-tert-butylcarbamoyl-piperidin-1-ylmethyl)-phenyl]-amide (53 mg, 0.119 mmol) in methanol (5 mL) is treated with palladium 10 wt % on activated carbon wet (50% water) (5.1 mg, 0.048 mmol, 0.4 eq) and AcOH (0.00683 ml, 0.119 mmol). The mixture is stirred under hydrogen atmosphere for 4 h. The suspension is filtered over celite and the solvent is evaporated. The residue is purified by prep HPLC E delivering the title compound (7 mg, ... Starting materials: C12CCCC(CC1)N2C2=CC(=C(C#N)C=C2)Cl (4-(8-Azabicyclo[3.2.1]oct-8-yl)-2-chlorobenzonitrile), [H-].[H-].[H-].[H-].[Li+].[Al+3] (LAH). Run in C1CCOC1 (THF). Conditions: temperature 0 celsius, time 30 minute. Product: C12CCCC(CC1)N2C2=CC(=C(CN)C=C2)Cl (4-(8-azabicyclo[3.2.1]oct-8-yl)-2-chlorobenzylamine). RXN SMILES: [CH:1]12[N:8]([C:9]3[CH:16]=[CH:15][C:12]([C:13]#[N:14])=[C:11]([Cl:17])[CH:10]=3)[CH:5]([CH2:6][CH2:7]1)[CH2:4][CH2:3][CH2:2]2.[H-].[H-].[H-].[H-].[Li+].[Al+3]>C1COCC1>[CH:5]12[N:8]([C:9]3[CH:16]=[CH:15][C:12]([CH2:13][NH2:14])=[C:11]([Cl:17])[CH:10]=3)[CH:1]([CH2:7][CH2:6]1)[CH2:2][CH2:3][CH2:4]2 |f:1.2.3.4.5.6|. Procedure: 4-(8-Azabicyclo[3.2.1]oct-8-yl)-2-chlorobenzonitrile in THF (50 mL) was treated with solid LAH (0.47 g, 12 mmol) at 0° C. portionwise. The mixture was heated at reflux for 1 hour, allowed to cool to 0° C., and quenched by addition of (Na2SO4 10H2O). The mixture was stirred for 30 minutes, filtered, and the filtrate concentrated under reduced pressure. The residue was purified by flash chromatography eluting with 5% to 10% MeOH/CH2Cl2 to provide the title compound. 1H NMR (300 MHz, DMSO-d6) δ 7.2... Reactants: CC(=O)OC(C)=O, O=C(O)c1ccc(O)cc1F, [K+], [OH-], O. Product: CC(=O)Oc1ccc(C(=O)O)c(F)c1. As a reaction SMILES: [CH3:14][C:15](=[O:16])[O:17][C:18](=[O:19])[CH3:20].[F:3][c:4]1[c:5]([C:6](=[O:7])[OH:8])[cH:9][cH:10][c:11]([OH:13])[cH:12]1.[K+:2].[OH-:1].[OH2:21]>>[F:3][c:4]1[c:5]([C:6](=[O:7])[OH:8])[cH:9][cH:10][c:11]([O:13][C:15]([CH3:14])=[O:16])[cH:12]1. The reactants are OC1=C(C=C(C=C1)O)O (1,2,4-trihydroxybenzene), C(C)(OCC)(OCC)OCC (triethyl orthoacetate). Run in C1(=CC=CC=C1)C.C(Cl)(Cl)(Cl)Cl (toluene carbon tetrachloride). The product is C(C)OC1(OC(CO1)O)C (2-Ethoxy-5-hydroxy-2-methyl-1,3-dioxolane). Isolated yield 114.1%. RXN SMILES: [OH:1][C:2]1C=CC(O)=C[C:3]=1[OH:9].[C:10](OCC)([O:15]CC)([O:12][CH2:13][CH3:14])[CH3:11]>C1(C)C=CC=CC=1.C(Cl)(Cl)(Cl)Cl>[CH2:13]([O:12][C:10]1([CH3:11])[O:9][CH2:3][CH:2]([OH:1])[O:15]1)[CH3:14] |f:2.3|. Procedure details: A solution composed of 5.0 g of 1,2,4-trihydroxybenzene, 9.7 g of triethyl orthoacetate and 50 ml of toluene-carbon tetrachloride (1:1) was refluxed for 1.5 hours. The solvent was evaporated, and the residue was purified by column chromatography to give 6.7 g (yield 86%) of the desired product as pale brown crystals having a melting point of 86° to 87° C. The product is CC1(C(C1C=CC(=O)OCC1CC1)C(=O)O)C (2,2-dimethyl-3-(3-cyclopropylmethoxy-3-oxo-1-propenyl) cyclopropane-carboxylic acid), CC1(C(C1C=CC(=O)OCC1CC1)C(=O)[O-])C (2,2-dimethyl-3-(3-cyclopropylmethoxy-3-oxo-1-propenyl)-cyclopropane-carboxylate). Procedure: Using the procedure of Example 9, m-phenoxy-benzyl alcohol and (1R, cis, ΔZ) 2,2-dimethyl-3-(3-cyclopropylmethoxy-3-oxo-1-propenyl)-cyclopropane-carboxylic acid were reacted to obtain m-phenoxy-benzyl (1R, cis, ΔZ) 2,2-dimethyl-3-(3-cyclopropylmethoxy-3-oxo-1-propenyl)-cyclopropane-carboxylate with a specific rotation of [α]D20 =+46.5°±2° (c=0.6% in chloroform). Reaction SMILES: O(C1C=C(C=CC=1)CO)C1C=CC=CC=1.[CH3:16][C:17]1([CH3:32])[CH:19]([CH:20]=[CH:21][C:22]([O:24][CH2:25][CH:26]2[CH2:28][CH2:27]2)=[O:23])[CH:18]1[C:29]([OH:31])=[O:30]>C(Cl)(Cl)Cl>[CH3:16][C:17]1([CH3:32])[CH:19]([CH:20]=[CH:21][C:22]([O:24][CH2:25][CH:26]2[CH2:28][CH2:27]2)=[O:23])[CH:18]1[C:29]([OH:31])=[O:30].[CH3:16][C:17]1([CH3:32])[CH:19]([CH:20]=[CH:21][C:22]([O:24][CH2:25][CH:26]2[CH2:28][CH2:27]2)=[O:23])[CH:18]1[C:29]([O-:31])=[O:30]. The reactants are O(C1=CC=CC=C1)C=1C=C(CO)C=CC1 (m-phenoxy-benzyl alcohol), CC1(C(C1C=CC(=O)OCC1CC1)C(=O)O)C (2,2-dimethyl-3-(3-cyclopropylmethoxy-3-oxo-1-propenyl) cyclopropane-carboxylic acid). The solvent is C(Cl)(Cl)Cl (chloroform).